From a dataset of the Open Reaction Database (ORD), a public repository of structured organic reaction records. describe an organic reaction: reactants, conditions, products, and yield Reactants: CC=1NC(=C([C@H](C1C(=O)OCCN)C1=CC(=CC=C1)[N+](=O)[O-])C(=O)O)C ((4R)-1,4-dihydro-2,6-dimethyl3-(2-aminoethyl) oxycarbonyl-4-(3-nitrophenyl)pyridine-5-carboxylic acid), C(C)(=O)OC(C)=O (acetic anhydride). The solvent is O (water). The product is C(C)(=O)NCCOC(=O)C1=C(NC(=C([C@H]1C1=CC(=CC=C1)[N+](=O)[O-])C(=O)O)C)C ((4R)-3-(2-acetamidoethyl) oxycarbonyl-1,4-dihydro-2,6-dimethyl-4-(3-nitrophenyl) pyridine-5-carboxylic acid). RXN SMILES: [CH3:1][C:2]1[NH:3][C:4]([CH3:26])=[C:5]([C:23]([OH:25])=[O:24])[C@@H:6]([C:14]2[CH:19]=[CH:18][CH:17]=[C:16]([N+:20]([O-:22])=[O:21])[CH:15]=2)[C:7]=1[C:8]([O:10][CH2:11][CH2:12][NH2:13])=[O:9].[C:27](OC(=O)C)(=[O:29])[CH3:28]>O>[C:27]([NH:13][CH2:12][CH2:11][O:10][C:8]([C:7]1[C@H:6]([C:14]2[CH:19]=[CH:18][CH:17]=[C:16]([N+:20]([O-:22])=[O:21])[CH:15]=2)[C:5]([C:23]([OH:25])=[O:24])=[C:4]([CH3:26])[NH:3][C:2]=1[CH3:1])=[O:9])(=[O:29])[CH3:28]. Reported procedure: That is, 10 mg of the (4R)-1,4-dihydro-2,6-dimethyl3-(2-aminoethyl) oxycarbonyl-4-(3-nitrophenyl)pyridine-5-carboxylic acid obtained in Example 28 was dissolved in 2 ml of deionized water and 0.2 ml of acetic anhydride was added to the solution while stirring at room temperature. After stirring for continuous 30 minutes, the reaction mixture was extracted 3 times with 5 ml each of ethyl acetate and washed with 10 ml of saturated saline. The ethyl acetate layer was adsorbed on a preparatory TLC p... Starting materials: C(Cl)Cl (DCM), C(C)(=O)[O-].[K+] (potassium acetate), BrC=1C=CC(=C(C1)S(=O)(=O)NC1CCC(CC1)O)Cl (5-bromo-2-chloro-N-(4-hydroxy-cyclohexyl)-benzenesulfonamide), B1(OC(C(O1)(C)C)(C)C)B2OC(C(O2)(C)C)(C)C (bis(pinacolato)diboron), C(Cl)Cl (DCM), NC1=NC=C(N=C1)Br (2-amino-5-bromopyrazine), C(=O)([O-])[O-].[Na+].[Na+] (Na2CO3). The reagents and catalysts are C1=CC=C(C=C1)P([C-]2C=CC=C2)C3=CC=CC=C3.C1=CC=C(C=C1)P([C-]2C=CC=C2)C3=CC=CC=C3.Cl[Pd]Cl.[Fe+2] (Pd(dppf)Cl2), C1=CC=C(C=C1)P([C-]2C=CC=C2)C3=CC=CC=C3.C1=CC=C(C=C1)P([C-]2C=CC=C2)C3=CC=CC=C3.Cl[Pd]Cl.[Fe+2] (Pd(dppf)Cl2). Run in COCCOC (DME), COCCOC (DME). The product is NC=1N=CC(=NC1)C=1C=CC(=C(C1)S(=O)(=O)NC1CCC(CC1)O)Cl (5-(5-Amino-pyrazin-2-yl)-2-chloro-N-(4-hydroxy-cyclohexyl)-benzenesulfonamide). RXN SMILES: Br[C:2]1[CH:3]=[CH:4][C:5]([Cl:19])=[C:6]([S:8]([NH:11][CH:12]2[CH2:17][CH2:16][CH:15]([OH:18])[CH2:14][CH2:13]2)(=[O:10])=[O:9])[CH:7]=1.B1(B2OC(C)(C)C(C)(C)O2)OC(C)(C)C(C)(C)O1.C(Cl)Cl.C([O-])(=O)C.[K+].[NH2:46][C:47]1[CH:52]=[N:51][C:50](Br)=[CH:49][N:48]=1.C([O-])([O-])=O.[Na+].[Na+]>COCCOC.C1C=CC(P(C2C=CC=CC=2)[C-]2C=CC=C2)=CC=1.C1C=CC(P(C2C=CC=CC=2)[C-]2C=CC=C2)=CC=1.Cl[Pd]Cl.[Fe+2]>[NH2:46][C:47]1[N:48]=[CH:49][C:50]([C:2]2[CH:3]=[CH:4][C:5]([Cl:19])=[C:6]([S:8]([NH:11][CH:12]3[CH2:17][CH2:16][CH:15]([OH:18])[CH2:14][CH2:13]3)(=[O:10])=[O:9])[CH:7]=2)=[N:51][CH:52]=1 |f:3.4,6.7.8,10.11.12.13|. Procedure: A suspension of 5-bromo-2-chloro-N-(4-hydroxy-cyclohexyl)-benzenesulfonamide (Intermediate DJ) (0.1 g, 0.27 mmol), bis(pinacolato)diboron (0.07 g, 0.29 mmol), Pd(dppf)Cl2.DCM (0.011 g, 0.014 mmol) and potassium acetate (0.04 g, 0.40 mmol) in DME (3 ml) is heated at reflux for 1.5 hours. Pd(dppf)Cl2.DCM (0.011 g, 0.014 mmol), 2-amino-5-bromopyrazine (0.05 g, 0.29 mmol), 2M Na2CO3 (1.5 ml) and DME (1 ml) are added and the reaction heated at reflux for 1 hour. The reaction mixture is purified by re...